Dataset: the Open Reaction Database (ORD), a public repository of structured organic reaction records. Task: describe an organic reaction: reactants, conditions, products, and yield As a reaction SMILES: [CH2:1]([N:4]1[CH2:9][CH2:8][CH2:7][CH2:6][C:5]1=[O:10])[CH2:2][CH3:3].[OH-:11].[Na+].Cl.[C:14](=O)([O-])[O-].[Na+].[Na+].[Br:20][C:21]1[CH:22]=[N:23][C:24](Cl)=[C:25]([CH:28]=1)[CH:26]=[O:27]>CS(C)=O.O>[Br:20][C:21]1[CH:28]=[C:25]([CH:26]=[O:27])[C:24]([N:4]([CH2:1][CH2:2][CH3:3])[CH2:9][CH2:8][CH2:7][CH2:6][C:5]([O:10][CH3:14])=[O:11])=[N:23][CH:22]=1 |f:1.2,4.5.6|. Procedure details: To N-propyl-2-piperidone (1.92 g) was added a 4 N aqueous sodium hydroxide solution (6.8 ml), and the mixture was refluxed at 115° C. for 5 hours. Thereto was added concentrated hydrochloric acid (2.27 ml) at 0° C. to neutralize the resulting mixture. Then, sodium carbonate (2.88 g), water (11.5 ml) and DMSO (18.2 ml) were added thereto. After the mixture was heated to 90° C., a solution of 5-bromo-2-chloronicotinaldehyde (1.5 g) in DMSO (23 ml) was added dropwise thereto and the mixture was sti... Run in CS(=O)C (DMSO), O (water), O (water), CS(=O)C (DMSO). Conditions: temperature 115 celsius, time 2 hour. Reactants: C([O-])([O-])=O.[Na+].[Na+] (sodium carbonate), C(CC)N1C(CCCC1)=O (N-propyl-2-piperidone), [OH-].[Na+] (sodium hydroxide), BrC=1C=NC(=C(C=O)C1)Cl (5-bromo-2-chloronicotinaldehyde), Cl (hydrochloric acid), Cl (Hydrochloric acid). Product: BrC=1C=C(C(=NC1)N(CCCCC(=O)OC)CCC)C=O (methyl 5-[(5-bromo-3-formylpyridin-2-yl)(propyl)amino]pentanoate).